From a dataset of the Open Reaction Database (ORD), a public repository of structured organic reaction records. describe an organic reaction: reactants, conditions, products, and yield Yields the product O=c1ccc2cc(-c3ccc(Cl)cc3)ccc2[nH]1. Reaction SMILES: [Br:1][c:2]1[cH:3][c:4]2[cH:5][cH:6][c:7](=[O:12])[nH:8][c:9]2[cH:10][cH:11]1.[C:13](=[O:14])([O-:15])[O-:16].[CH2:30]1[O:31][CH2:32][CH2:33][O:34][CH2:35]1.[CH3:36][OH:37].[Cl:19][c:20]1[cH:21][cH:22][c:23]([O:26][B:27]([OH:28])[OH:29])[cH:24][cH:25]1.[Na+:17].[Na+:18]>>[c:2]1(-[c:23]2[cH:22][cH:21][c:20]([Cl:19])[cH:25][cH:24]2)[cH:3][c:4]2[cH:5][cH:6][c:7](=[O:12])[nH:8][c:9]2[cH:10][cH:11]1. Reactants: O=c1ccc2cc(Br)ccc2[nH]1, O=C([O-])[O-], C1COCCO1, CO, OB(O)Oc1ccc(Cl)cc1, [Na+], [Na+]. Reactants: CCN=C=NCCCN(C)C, CCOC(C)=O, O=C(O)c1n[nH]cc1NC(=O)c1c(F)cccc1F, CN1CCC(N)CC1, CN(C)C=O, On1nnc2ccccc21. Product: CN1CCC(NC(=O)c2n[nH]cc2NC(=O)c2c(F)cccc2F)CC1. Reaction SMILES: [CH3:28][CH2:29][N:30]=[C:31]=[N:32][CH2:33][CH2:34][CH2:35][N:36]([CH3:37])[CH3:38].[CH3:54][CH2:55][O:56][C:57]([CH3:58])=[O:59].[F:1][c:2]1[c:3]([C:4](=[O:5])[NH:6][c:7]2[c:8]([C:12](=[O:13])[OH:14])[n:9][nH:10][cH:11]2)[c:15]([F:19])[cH:16][cH:17][cH:18]1.[NH2:20][CH:21]1[CH2:22][CH2:23][N:24]([CH3:27])[CH2:25][CH2:26]1.[O:49]=[CH:50][N:51]([CH3:52])[CH3:53].[OH:39][n:40]1[c:41]2[c:42]([cH:43][cH:44][cH:45][cH:46]2)[n:47][n:48]1>>[F:1][c:2]1[c:3]([C:4](=[O:5])[NH:6][c:7]2[c:8]([C:12](=[O:14])[NH:20][CH:21]3[CH2:22][CH2:23][N:24]([CH3:27])[CH2:25][CH2:26]3)[n:9][nH:10][cH:11]2)[c:15]([F:19])[cH:16][cH:17][cH:18]1. Reactants: CC(=O)NC1CNC(CO)C1, CS(C)=O, CC#N, CN(C(=O)C(C)(C)c1cc(C(F)(F)F)cc(C(F)(F)F)c1)c1cnc(Cl)cc1-c1ccccc1Cl, O=C(O)C(F)(F)F. Product: CC(=O)NC1CC(CO)N(c2cc(-c3ccccc3Cl)c(N(C)C(=O)C(C)(C)c3cc(C(F)(F)F)cc(C(F)(F)F)c3)cn2)C1. Reaction SMILES: [C:36]([CH3:37])(=[O:38])[NH:39][CH:40]1[CH2:41][CH:42]([CH2:45][OH:46])[NH:43][CH2:44]1.[CH3:47][S:48](=[O:49])[CH3:50].[CH3:51][C:52]#[N:53].[F:1][C:2]([c:3]1[cH:4][c:5]([C:13]([C:14](=[O:15])[N:16]([CH3:17])[c:18]2[cH:19][n:20][c:21]([Cl:31])[cH:22][c:23]2-[c:24]2[c:25]([Cl:30])[cH:26][cH:27][cH:28][cH:29]2)([CH3:32])[CH3:33])[cH:6][c:7]([C:9]([F:10])([F:11])[F:12])[cH:8]1)([F:34])[F:35].[F:54][C:55]([F:56])([F:57])[C:58]([OH:59])=[O:60]>>[F:1][C:2]([c:3]1[cH:4][c:5]([C:13]([C:14](=[O:15])[N:16]([CH3:17])[c:18]2[cH:19][n:20][c:21]([N:43]3[CH:42]([CH2:45][OH:46])[CH2:41][CH:40]([NH:39][C:36]([CH3:37])=[O:38])[CH2:44]3)[cH:22][c:23]2-[c:24]2[c:25]([Cl:30])[cH:26][cH:27][cH:28][cH:29]2)([CH3:32])[CH3:33])[cH:6][c:7]([C:9]([F:10])([F:11])[F:12])[cH:8]1)([F:34])[F:35]. Starting materials: CCOC(=O)C(=O)OCC, CN(C)C=O, Cc1cc(=O)n(Cc2ccc(Cl)cc2)c2ccccc12, [H-], [Na+]. The product is CCOC(=O)C(=O)Cc1cc(=O)n(Cc2ccc(Cl)cc2)c2ccccc12. As a reaction SMILES: [C:23]([C:24](=[O:25])[O:26][CH2:27][CH3:28])(=[O:29])[O:30][CH2:31][CH3:32].[CH3:33][N:34]([CH3:35])[CH:36]=[O:37].[Cl:3][c:4]1[cH:5][cH:6][c:7]([CH2:8][n:9]2[c:10](=[O:20])[cH:11][c:12]([CH3:19])[c:13]3[cH:14][cH:15][cH:16][cH:17][c:18]23)[cH:21][cH:22]1.[H-:1].[Na+:2]>>[Cl:3][c:4]1[cH:5][cH:6][c:7]([CH2:8][n:9]2[c:10](=[O:20])[cH:11][c:12]([CH2:19][C:23]([C:24](=[O:25])[O:26][CH2:27][CH3:28])=[O:29])[c:13]3[cH:14][cH:15][cH:16][cH:17][c:18]23)[cH:21][cH:22]1. Starting materials: C(C=1C(=CC=CC1)OC)=O (2-Anisaldehyde), NC1C(C2=CC=CC=C2CC1)CC1=CC=CC=C1 (2-amino-1-benzyltetralin), C(C)(=O)O (acetic acid), C(C)(=O)O[BH-](OC(C)=O)OC(C)=O.[Na+] (sodium triacetoxyborohydride), C([O-])([O-])=O.[K+].[K+] (potassium carbonate). The solvent is ClCCCl (1,2-dichloroethane), C(Cl)(Cl)Cl (chloroform). Conditions: time 5 day. Yields the product C1(=CC=CC=C1)C[C@H]1[C@H](CCC2=CC=CC=C12)NCC1=C(C=CC=C1)OC (rac-cis-1-(Phenylmethyl)-N-(2-methoxyphenylmethyl)-1,2,3,4-tetrahydro-2-naphthalenamine). Yield: 89.2%. RXN SMILES: [CH:1](=O)[C:2]1[C:3]([O:8][CH3:9])=[CH:4][CH:5]=[CH:6][CH:7]=1.[NH2:11][CH:12]1[CH2:21][CH2:20][C:19]2[C:14](=[CH:15][CH:16]=[CH:17][CH:18]=2)[CH:13]1[CH2:22][C:23]1[CH:28]=[CH:27][CH:26]=[CH:25][CH:24]=1.C(O)(=O)C.C(O[BH-](OC(=O)C)OC(=O)C)(=O)C.[Na+].C(=O)([O-])[O-].[K+].[K+]>ClCCCl.C(Cl)(Cl)Cl>[C:23]1([CH2:22][C@@H:13]2[C:14]3[C:19](=[CH:18][CH:17]=[CH:16][CH:15]=3)[CH2:20][CH2:21][C@@H:12]2[NH:11][CH2:1][C:2]2[CH:7]=[CH:6][CH:5]=[CH:4][C:3]=2[O:8][CH3:9])[CH:24]=[CH:25][CH:26]=[CH:27][CH:28]=1 |f:3.4,5.6.7|. Reported procedure: 2-Anisaldehyde (0.22 g, 1.60 mmol) was added to a solution of 2-amino-1-benzyltetralin 10 (0.38 g, 1.60 mmol) and acetic acid (0.096 g, 1.60 mmol) in 1,2-dichloroethane (20 mL) and sodium triacetoxyborohydride (0.51 g, 2.40 mmol) under nitrogen. The resulting suspension was stirred for 5 days and then concentrated in vacuo to provide a yellow film. Saturated aqueous potassium carbonate solution (40 mL) and chloroform (40 mL) were added to this material. The layers were separated, and the aqueous... Isolated yield 77.1%. The solvent is C1(=CC=CC=C1)C (toluene). The product is C1(CCCC1)C[C@@H](C(=O)NC1=NC=C(N=C1)C#CC(C)(C)O)C1=CC(=C(C=C1)S(=O)(=O)C)C (3-cyclopentyl-N-[5-(3-hydroxy-3-methyl-but-1-ynyl)-pyrazin-2-yl]-2(R)-(4-methanesulfonyl-3-methyl-phenyl)-propionamide). Procedure: A mixture of N-(5-bromo-pyrazin-2-yl)-3-cyclopentyl-2(R)-(4-methanesulfonyl-3-methyl-pheny)-propionamide (120 mg, 0.257 mmol), N,N-diisopropylethylamine (0.5 mL, 2.87 mmol), and 3-hydroxy-3-methylbutyne (90 mg, 1.07 mmol) in toluene (2 mL) was treated with dichlorobis(triphenylphosphine)palladium(II) (11 mg, 0.0157 mmol) and copper(I) iodide (5.5 mg, 0.0288 mmol). The mixture was stirred at 25° C. for 18 h. The reaction mixture was then concentrated in vacuo, and the residue was partitioned with... The reagents and catalysts are Cl[Pd]([P](C1=CC=CC=C1)(C2=CC=CC=C2)C3=CC=CC=C3)([P](C4=CC=CC=C4)(C5=CC=CC=C5)C6=CC=CC=C6)Cl (dichlorobis(triphenylphosphine)palladium(II)), [Cu]I (copper(I) iodide). Starting materials: BrC=1N=CC(=NC1)NC([C@H](CC1CCCC1)C1=CC(=C(C=C1)S(=O)(=O)C)C)=O (N-(5-bromo-pyrazin-2-yl)-3-cyclopentyl-2(R)-(4-methanesulfonyl-3-methyl-pheny)-propionamide), C(C)(C)N(C(C)C)CC (N,N-diisopropylethylamine), OC(C#C)(C)C (3-hydroxy-3-methylbutyne). Reaction conditions: temperature 25 celsius, time 18 hour. As a reaction SMILES: Br[C:2]1[N:3]=[CH:4][C:5]([NH:8][C:9](=[O:28])[C@@H:10]([C:17]2[CH:22]=[CH:21][C:20]([S:23]([CH3:26])(=[O:25])=[O:24])=[C:19]([CH3:27])[CH:18]=2)[CH2:11][CH:12]2[CH2:16][CH2:15][CH2:14][CH2:13]2)=[N:6][CH:7]=1.C(N(CC)C(C)C)(C)C.[OH:38][C:39]([CH3:43])([CH3:42])[C:40]#[CH:41]>C1(C)C=CC=CC=1.Cl[Pd](Cl)([P](C1C=CC=CC=1)(C1C=CC=CC=1)C1C=CC=CC=1)[P](C1C=CC=CC=1)(C1C=CC=CC=1)C1C=CC=CC=1.[Cu]I>[CH:12]1([CH2:11][C@H:10]([C:17]2[CH:22]=[CH:21][C:20]([S:23]([CH3:26])(=[O:25])=[O:24])=[C:19]([CH3:27])[CH:18]=2)[C:9]([NH:8][C:5]2[CH:4]=[N:3][C:2]([C:41]#[C:40][C:39]([OH:38])([CH3:43])[CH3:42])=[CH:7][N:6]=2)=[O:28])[CH2:16][CH2:15][CH2:14][CH2:13]1 |^1:53,72|. Starting materials: solution, C(C)(=O)C1=C(C=CC=C1)C1CC(=NO1)C=1N=C(SC1)C1CCN(CC1)C(=O)OC(C)(C)C (tert-butyl 4-{4-[5-(2-acetylphenyl)-4,5-dihydro-1,2-oxazol-3-yl]-1,3-thiazol-2-yl}piperidine-1-carboxylate), Cl (hydrogen chloride). The solvent is O1CCOCC1 (1,4-dioxane), O1CCOCC1 (1,4-dioxane). Reaction conditions: temperature 0 celsius. Yields the product Cl.N1CCC(CC1)C=1SC=C(N1)C1=NOC(C1)C1=C(C=CC=C1)C(C)=O (1-(2-{3-[2-(Piperidin-4-yl)-1,3-thiazol-4-yl]-4,5-dihydro-1,2-oxazol-5-yl}phenyl)ethanone hydrochloride). As a reaction SMILES: [C:1]([C:4]1[CH:9]=[CH:8][CH:7]=[CH:6][C:5]=1[CH:10]1[O:14][N:13]=[C:12]([C:15]2[N:16]=[C:17]([CH:20]3[CH2:25][CH2:24][N:23](C(OC(C)(C)C)=O)[CH2:22][CH2:21]3)[S:18][CH:19]=2)[CH2:11]1)(=[O:3])[CH3:2].[ClH:33]>O1CCOCC1>[ClH:33].[NH:23]1[CH2:24][CH2:25][CH:20]([C:17]2[S:18][CH:19]=[C:15]([C:12]3[CH2:11][CH:10]([C:5]4[CH:6]=[CH:7][CH:8]=[CH:9][C:4]=4[C:1](=[O:3])[CH3:2])[O:14][N:13]=3)[N:16]=2)[CH2:21][CH2:22]1 |f:3.4|. Reported procedure: To a solution of tert-butyl 4-{4-[5-(2-acetylphenyl)-4,5-dihydro-1,2-oxazol-3-yl]-1,3-thiazol-2-yl}piperidine-1-carboxylate (500 mg) in 1,4-dioxane (5 ml) was added dropwise, at 0° C., a 4 molar solution of hydrogen chloride in 1,4-dioxane (4.2 ml). The reaction mixture was stirred at 0° C. and then gradually warmed to room temperature. After stirring overnight, the solvent and excess hydrogen chloride were removed. This gave 1-(2-{3-[2-(piperidin-4-yl)-1,3-thiazol-4-yl]-4,5-dihydro-1,2-oxazol-5... The reactants are BrP(Br)(c1ccccc1)(c1ccccc1)c1ccccc1, CCOc1cc(CO)ccn1, ClCCl. The product is CCOc1cc(CBr)ccn1. RXN SMILES: [Br:12][P:13]([Br:14])([c:15]1[cH:16][cH:17][cH:18][cH:19][cH:20]1)([c:21]1[cH:22][cH:23][cH:24][cH:25][cH:26]1)[c:27]1[cH:28][cH:29][cH:30][cH:31][cH:32]1.[CH2:1]([CH3:2])[O:3][c:4]1[n:5][cH:6][cH:7][c:8]([CH2:10][OH:11])[cH:9]1.[Cl:33][CH2:34][Cl:35]>>[CH2:1]([CH3:2])[O:3][c:4]1[n:5][cH:6][cH:7][c:8]([CH2:10][Br:12])[cH:9]1. Starting materials: OC1=CC=C(C=C1)C=1C=C(C=NC1)C1N(CCC1)C (5-(4-hydroxyphenyl)-3-(1-methyl-2-pyrrolidinyl)pyridine), C(\C=C\C(=O)O)(=O)O (fumaric acid), amine. The solvent is CO (methanol). Yields the product C(\C=C\C(=O)O)(=O)O.OC1=CC=C(C=C1)C=1C=C(C=NC1)C1N(CCC1)C (5-(4-hydroxyphenyl)-3-(1-methyl-2-pyrrolidinyl)pyridine fumarate). Isolated yield 46.0%. Reaction SMILES: [OH:1][C:2]1[CH:7]=[CH:6][C:5]([C:8]2[CH:9]=[C:10]([CH:14]3[CH2:18][CH2:17][CH2:16][N:15]3[CH3:19])[CH:11]=[N:12][CH:13]=2)=[CH:4][CH:3]=1.[C:20]([OH:27])(=[O:26])/[CH:21]=[CH:22]/[C:23]([OH:25])=[O:24]>CO>[C:20]([OH:27])(=[O:26])/[CH:21]=[CH:22]/[C:23]([OH:25])=[O:24].[OH:1][C:2]1[CH:3]=[CH:4][C:5]([C:8]2[CH:9]=[C:10]([CH:14]3[CH2:18][CH2:17][CH2:16][N:15]3[CH3:19])[CH:11]=[N:12][CH:13]=2)=[CH:6][CH:7]=1 |f:3.4|. Procedure: The above-described pyridine derivative was converted into invention compound of Formula I by the addition of one equivalent of fumaric acid to a methanol (15 mL) solution of the free amine at 25° C. After 30 minutes the solvent was removed in vacuo and the residue pumped under high vacuum. Trituration with diethyl ether followed by recrystallization from ethyl acetate afforded 5-(4-hydroxyphenyl)-3-(1-methyl-2-pyrrolidinyl)pyridine fumarate, (46%). M.p. 136°-137° C. (EtOAc); 1H NMR (DMSO-d6, 30... Reactants: Cc1ccc2c(-c3ccoc3)cc(C#N)nc2c1, ClC(Cl)(Cl)Cl, CC(C)(C#N)N=NC(C)(C)C#N, O=C1CCC(=O)N1Br. The product is N#Cc1cc(-c2ccoc2)c2ccc(CBr)cc2n1. As a reaction SMILES: [C:1](#[N:2])[c:3]1[n:4][c:5]2[cH:6][c:7]([CH3:18])[cH:8][cH:9][c:10]2[c:11](-[c:13]2[cH:14][o:15][cH:16][cH:17]2)[cH:12]1.[Cl:39][C:40]([Cl:41])([Cl:42])[Cl:43].[N:27]#[C:28][C:29]([N:30]=[N:31][C:32]([C:33]#[N:34])([CH3:35])[CH3:36])([CH3:37])[CH3:38].[O:19]=[C:20]1[N:21]([Br:26])[C:22](=[O:23])[CH2:24][CH2:25]1>>[C:1](#[N:2])[c:3]1[n:4][c:5]2[cH:6][c:7]([CH2:18][Br:26])[cH:8][cH:9][c:10]2[c:11](-[c:13]2[cH:14][o:15][cH:16][cH:17]2)[cH:12]1.